This data is from the Open Reaction Database (ORD), a public repository of structured organic reaction records. The task is: describe an organic reaction: reactants, conditions, products, and yield Reactants: FC1(CCC2(CC1)OC1=C(O2)C=CC=C1)CO ((4′-fluorospiro[benzo[d][1,3]dioxole-2,1′-cyclohexane]-4′-yl)methanol), [H-].[Na+] (NaH), [NH4+].[Cl-] (NH4Cl), FC1=C(C=C(C=C1)S(=O)(=O)N)[N+](=O)[O-] (4-fluoro-3-nitrobenzenesulfonamide). Solvent: CN(C=O)C (N,N-dimethylformamide). Reaction conditions: time 30 minute. Product: FC1(CCC2(CC1)OC1=C(O2)C=CC=C1)COC1=C(C=C(C=C1)S(=O)(=O)N)[N+](=O)[O-] (4-((4′-fluorospiro[benzo[d][1,3]dioxole-2,1′-cyclohexane]-4′-yl)methoxy)-3-nitrobenzenesulfonamide). As a reaction SMILES: [F:1][C:2]1([CH2:16][OH:17])[CH2:7][CH2:6][C:5]2([O:11][C:10]3[CH:12]=[CH:13][CH:14]=[CH:15][C:9]=3[O:8]2)[CH2:4][CH2:3]1.[H-].[Na+].F[C:21]1[CH:26]=[CH:25][C:24]([S:27]([NH2:30])(=[O:29])=[O:28])=[CH:23][C:22]=1[N+:31]([O-:33])=[O:32].[NH4+].[Cl-]>CN(C)C=O>[F:1][C:2]1([CH2:16][O:17][C:21]2[CH:26]=[CH:25][C:24]([S:27]([NH2:30])(=[O:29])=[O:28])=[CH:23][C:22]=2[N+:31]([O-:33])=[O:32])[CH2:3][CH2:4][C:5]2([O:8][C:9]3[CH:15]=[CH:14][CH:13]=[CH:12][C:10]=3[O:11]2)[CH2:6][CH2:7]1 |f:1.2,4.5|. Procedure details: To a solution of EXAMPLE 350C (495 mg) in N,N-dimethylformamide (6 mL) was added NaH (65% in mineral oil, 320 mg). The mixture was stirred for 30 minutes, and then 4-fluoro-3-nitrobenzenesulfonamide (457 mg) was added. The mixture was stirred overnight. The mixture was poured over aqueous NH4Cl and extracted with ethyl acetate (300 mL). The combined organic layers were washed with water, brine and dried over Na2SO4. After filtration and evaporation of the solvent, the residue was loaded on a sil... The reactants are BrC1=CC(=C(C(=C1)C)C(=O)N1CCC(CC1)N1CCCC1)C ((4-bromo-2,6-dimethyl-phenyl)-(4-pyrrolidin-1-yl-piperidin-1-yl)-methanone), BrC1=CC(=C(C(=C1)C)C(=O)N1CCC(CC1)N1CCCC1)C ((4-bromo-2,6-dimethyl-phenyl)-(4-pyrrolidin-1-yl-piperidin-1-yl)-methanone), FC(OC=1C=C(C=CC1)B(O)O)(F)F (3-trifluoromethoxy-phenyl boronic acid), P(=O)([O-])([O-])[O-].[K+].[K+].[K+] (potassium phosphate). The reagents and catalysts are [Pd].C1(=CC=CC=C1)P(C1=CC=CC=C1)C1=CC=CC=C1.C1(=CC=CC=C1)P(C1=CC=CC=C1)C1=CC=CC=C1.C1(=CC=CC=C1)P(C1=CC=CC=C1)C1=CC=CC=C1.C1(=CC=CC=C1)P(C1=CC=CC=C1)C1=CC=CC=C1 (tetrakis-(triphenylphosphine)-palladium). The solvent is CN(C)C=O (DMF). Run at temperature 80 celsius, time 2 hour. The product is CC=1C=C(C=C(C1C(=O)N1CCC(CC1)N1CCCC1)C)C1=CC(=CC=C1)OC(F)(F)F ((3,5-Dimethyl-3′-trifluoromethoxy-biphenyl-4-yl)-(4-pyrrolidin-1-yl-piperidin-1-yl)-methanone). Yield: 76.8%. RXN SMILES: Br[C:2]1[CH:7]=[C:6]([CH3:8])[C:5]([C:9]([N:11]2[CH2:16][CH2:15][CH:14]([N:17]3[CH2:21][CH2:20][CH2:19][CH2:18]3)[CH2:13][CH2:12]2)=[O:10])=[C:4]([CH3:22])[CH:3]=1.[F:23][C:24]([F:36])([F:35])[O:25][C:26]1[CH:27]=[C:28](B(O)O)[CH:29]=[CH:30][CH:31]=1.P([O-])([O-])([O-])=O.[K+].[K+].[K+]>CN(C=O)C.[Pd].C1(P(C2C=CC=CC=2)C2C=CC=CC=2)C=CC=CC=1.C1(P(C2C=CC=CC=2)C2C=CC=CC=2)C=CC=CC=1.C1(P(C2C=CC=CC=2)C2C=CC=CC=2)C=CC=CC=1.C1(P(C2C=CC=CC=2)C2C=CC=CC=2)C=CC=CC=1>[CH3:22][C:4]1[CH:3]=[C:2]([C:28]2[CH:29]=[CH:30][CH:31]=[C:26]([O:25][C:24]([F:23])([F:35])[F:36])[CH:27]=2)[CH:7]=[C:6]([CH3:8])[C:5]=1[C:9]([N:11]1[CH2:16][CH2:15][CH:14]([N:17]2[CH2:21][CH2:20][CH2:19][CH2:18]2)[CH2:13][CH2:12]1)=[O:10] |f:2.3.4.5,7.8.9.10.11|. Procedure: To a degassed solution of 0.130 g (0.35 mmol) of (4-bromo-2,6-dimethyl-phenyl)-(4-pyrrolidin-1-yl-piperidin-1-yl)-methanone (intermediate 1) and 0.147 g (0.70 mmol) of 3-trifluoromethoxy-phenyl boronic acid in 5 ml of DMF was added 2.50 ml of tribasic potassium phosphate solution (2M in water) drop by drop, followed by 0.022 g (0.019 mmol) of tetrakis-(triphenylphosphine)-palladium. This reaction mixture was stirred at 80° C. for two hours and subsequently cooled down to RT, then poured into cra... Reactants: CCOC(=O)c1cc(F)c(F)c(C)c1[N+](=O)[O-], CCO. Product: CCOC(=O)c1cc(F)c(F)c(C)c1N. Reaction SMILES: [CH2:1]([CH3:2])[O:3][C:4]([c:5]1[c:6]([N+:14]([O-:15])=[O:16])[c:7]([CH3:13])[c:8]([F:12])[c:9]([F:11])[cH:10]1)=[O:17].[CH3:18][CH2:19][OH:20]>>[CH2:1]([CH3:2])[O:3][C:4]([c:5]1[c:6]([NH2:14])[c:7]([CH3:13])[c:8]([F:12])[c:9]([F:11])[cH:10]1)=[O:17]. Reactants: CC(CO)C1CCC2C3CC=C4CC(OC5CCCCO5)CC(OC5CCCCO5)C4(C)C3CCC12C, O, Cc1ccc(S(=O)(=O)Cl)cc1, c1ccncc1. The product is Cc1ccc(S(=O)(=O)OCC(C)C2CCC3C4CC=C5CC(OC6CCCCO6)CC(OC6CCCCO6)C5(C)C4CCC23C)cc1. Reaction SMILES: [O:1]1[CH:2]([O:7][CH:8]2[CH2:9][CH:10]([O:31][CH:32]3[O:33][CH2:34][CH2:35][CH2:36][CH2:37]3)[CH2:11][C:12]3=[CH:13][CH2:14][CH:15]4[CH:16]5[CH2:17][CH2:18][CH:19]([CH:20]([CH2:21][OH:22])[CH3:23])[C:24]5([CH3:30])[CH2:25][CH2:26][CH:27]4[C:28]23[CH3:29])[CH2:3][CH2:4][CH2:5][CH2:6]1.[OH2:49].[c:38]1([CH3:48])[cH:39][cH:40][c:41]([S:44](=[O:45])(=[O:46])[Cl:47])[cH:42][cH:43]1.[cH:50]1[cH:51][cH:52][n:53][cH:54][cH:55]1>>[O:1]1[CH:2]([O:7][CH:8]2[CH2:9][CH:10]([O:31][CH:32]3[O:33][CH2:34][CH2:35][CH2:36][CH2:37]3)[CH2:11][C:12]3=[CH:13][CH2:14][CH:15]4[CH:16]5[CH2:17][CH2:18][CH:19]([CH:20]([CH2:21][O:22][S:44]([c:41]6[cH:40][cH:39][c:38]([CH3:48])[cH:43][cH:42]6)(=[O:45])=[O:46])[CH3:23])[C:24]5([CH3:30])[CH2:25][CH2:26][CH:27]4[C:28]23[CH3:29])[CH2:3][CH2:4][CH2:5][CH2:6]1. Reactants: OS(=O)(=O)[O-].[Na+] (NaHSO4), [H-].[Na+] (sodium hydride), C1COC2(CCC(CC2)=O)O1 (1,4-cyclohexanedione monoethylene acetal), [I-].ClC1=CC=C(C=C1)C1=C(C=CC=C1)C[P+](C1=CC=CC=C1)(C1=CC=CC=C1)C1=CC=CC=C1 (((4′-Chlorobiphenyl-2-yl)methyl)triphenylphosphonium iodide). Yield: 51.3%. Solvent: CS(=O)C (DMSO). Yields the product ClC1=CC=C(C=C1)C1=C(C=CC=C1)C=C1OC2(OC1)CCCCC2 (((4′-Chlorobiphenyl-2-yl)methylene)-1,4dioxaspiro[4.5]decane). Reaction conditions: temperature 80 celsius, time 10 minute. As a reaction SMILES: [H-].[Na+].[I-].[Cl:4][C:5]1[CH:10]=[CH:9][C:8]([C:11]2[CH:16]=[CH:15][CH:14]=[CH:13][C:12]=2[CH2:17][P+](C2C=CC=CC=2)(C2C=CC=CC=2)C2C=CC=CC=2)=[CH:7][CH:6]=1.[CH2:37]1[O:47][C:40]2([CH2:45][CH2:44][C:43](=O)[CH2:42][CH2:41]2)[O:39][CH2:38]1.OS([O-])(=O)=O.[Na+]>CS(C)=O>[Cl:4][C:5]1[CH:6]=[CH:7][C:8]([C:11]2[CH:16]=[CH:15][CH:14]=[CH:13][C:12]=2[CH:17]=[C:38]2[CH2:37][O:47][C:40]3([CH2:45][CH2:44][CH2:43][CH2:42][CH2:41]3)[O:39]2)=[CH:9][CH:10]=1 |f:0.1,2.3,5.6|. Reported procedure: A suspension of sodium hydride (60% in mineral oil, 77 mg, 1.92 mmol) in DMSO (5.8 mL) was heated for 1 hour at 80° C. and then cooled to rt. ((4′-Chlorobiphenyl-2-yl)methyl)triphenylphosphonium iodide (1.04 g, 1.76 mmol) was added to the suspension and then, after stirring 10 minutes at room temperature, 1,4-cyclohexanedione monoethylene acetal (0.25 g, 1.60 mmol) was added. The reaction mixture was heated at 80° C. for 3 hours. After standing at rt overnight, the reaction mixture was poured in... The reactants are [OH-].[K+] (potassium hydroxide), ClC1=C(C=CC(=C1)NC(C(=O)O)C(C)C)C(F)(F)F (2-(2-chloro-α,α,α-trifluoro-p-toluidino)-3-methylbutyric acid), CC1=CC=C(C=C1)S(=O)(=O)OCC1=CC=CC2=C1CCCC1=C2C=CC=C1 ((6,7-dihydro-5H-dibenzo[a,c]cycloheptene-4-yl)methyl p-methylphenylsulfonate), C1CN2CCN1CC2 (1,4-diazobicyclo[2.2.2]octane). The solvent is O (water), O (water), C(C)#N (acetonitrile), CCCCCCC (n-heptane). Yields the product ClC1=C(C=CC(=C1)NC(C(=O)OCC1=CC=CC2=C1CCCC1=C2C=CC=C1)C(C)C)C(F)(F)F ((6,7-dihydro-5H-dibenzo[a,c]cyclohepten-4-yl)methyl 2-(2-chloro-α,α,α-trifluoro-p-toluidino)-3-methylbutyrate). As a reaction SMILES: [OH-].[K+].[Cl:3][C:4]1[CH:9]=[C:8]([NH:10][CH:11]([CH:15]([CH3:17])[CH3:16])[C:12]([OH:14])=[O:13])[CH:7]=[CH:6][C:5]=1[C:18]([F:21])([F:20])[F:19].C1N2CCN(CC2)C1.CC1C=CC(S(O[CH2:41][C:42]2[C:47]3[CH2:48][CH2:49][CH2:50][C:51]4[CH:56]=[CH:55][CH:54]=[CH:53][C:52]=4[C:46]=3[CH:45]=[CH:44][CH:43]=2)(=O)=O)=CC=1>O.CCCCCCC.C(#N)C>[Cl:3][C:4]1[CH:9]=[C:8]([NH:10][CH:11]([CH:15]([CH3:17])[CH3:16])[C:12]([O:14][CH2:41][C:42]2[C:47]3[CH2:48][CH2:49][CH2:50][C:51]4[CH:56]=[CH:55][CH:54]=[CH:53][C:52]=4[C:46]=3[CH:45]=[CH:44][CH:43]=2)=[O:13])[CH:7]=[CH:6][C:5]=1[C:18]([F:19])([F:20])[F:21] |f:0.1|. Procedure: A solution of potassium hydroxide (1.03 grams, 0.016 mole) in water (6.0 ml) was added to a stirred mixture of 2-(2-chloro-α,α,α-trifluoro-p-toluidino)-3-methylbutyric acid (4.62 grams, 0.016 mole, prepared by the method of C. A. Henrick, et al., Pest. Sci. 11, 224-41 (1980) in n-heptane (75.0 ml). The mixture was stirred until all the acid dissolved, at which time the water was distilled from the mixture. Additional n-heptane (50.0 ml) was added, followed by a solution of 1,4-diazobicyclo[2.2.2... The reactants are C(C)(=O)NC1=NC(=C(C(=N1)Cl)C)Cl (2-acetylamino-4,6-dichloro-5-methylpyrimidine), O (water). The solvent is O1CCCC1 (tetrahydrofuran), C(C)N(CC)CC (triethylamine), CN1CCNCC1 (N-methylpiperazine). Conditions: time 6 hour. The product is C(C)(=O)NC1N(CCN(C1)C)C1=NC(=C(C=N1)C)Cl (2-Acetylamino-4-N-methylpiperazino-5-methyl-6-chloro-pyrimidine). RXN SMILES: [C:1]([NH:4][C:5]1[N:10]=[C:9](Cl)[C:8]([CH3:12])=[C:7]([Cl:13])[N:6]=1)(=O)[CH3:2].[OH2:14]>O1CCCC1.C(N(CC)CC)C.CN1CCNCC1>[C:7]([NH:6][CH:1]1[CH2:2][N:4]([CH3:5])[CH2:1][CH2:2][N:4]1[C:5]1[N:10]=[CH:9][C:8]([CH3:12])=[C:7]([Cl:13])[N:6]=1)(=[O:14])[CH3:8]. Procedure details: 8.8 parts of 2-acetylamino-4,6-dichloro-5-methylpyrimidine are dissolved in 100 parts by volume of tetrahydrofuran in the presence of 4 parts of triethylamine and 4 parts of N-methylpiperazine. The mixture is held for 6 hours at the reflux temperature. The reaction mixture is poured into water and the insoluble material is filtered off which is recrystallised from ethanol. M.p. 202° C. The reactants are C(C)(=O)N1C=NC(=C1)C1=CC=CC=C1 (1-acetyl-4-phenylimidazole), CI (methyl iodide), O (water). Solvent: C(C)#N (acetonitrile). Product: CN1C=NC=C1C1=CC=CC=C1 (1-methyl-5-phenylimidazole). Reaction SMILES: C([N:4]1[CH:8]=[C:7]([C:9]2[CH:14]=[CH:13][CH:12]=[CH:11][CH:10]=2)[N:6]=[CH:5]1)(=O)C.[CH3:15]I.O>C(#N)C>[CH3:15][N:6]1[C:7]([C:9]2[CH:10]=[CH:11][CH:12]=[CH:13][CH:14]=2)=[CH:8][N:4]=[CH:5]1. Procedure: To 2.88 g of 1-acetyl-4-phenylimidazole in 50 ml of acetonitrile was added 5.8 ml of methyl iodide and the reaction mixture sealed in a flask over a weekend. The reaction mixture was poured into water and then decanted from insoluble oil. The pH of the decanted solution was adjusted to 9 with sodium carbonate and the solution extracted with chloroform. The extracts were combined, dried over magnesium sulfate and concentrated to give 1.02 g of crude product which was chromatographed on 50 g of si... Reactants: CS(=O)(=O)N1CCN(C2CCNCC2)CC1, COc1cc(F)c(C)cc1[N+](=O)[O-], CS(C)=O, Cl, Cl, [K+], [K+], O=C([O-])[O-], O. Product: COc1cc(N2CCC(N3CCN(S(C)(=O)=O)CC3)CC2)c(C)cc1[N+](=O)[O-]. As a reaction SMILES: [CH3:16][S:17](=[O:18])(=[O:19])[N:20]1[CH2:21][CH2:22][N:23]([CH:26]2[CH2:27][CH2:28][NH:29][CH2:30][CH2:31]2)[CH2:24][CH2:25]1.[CH3:1][O:2][c:3]1[c:4]([N+:11](=[O:12])[O-:13])[cH:5][c:6]([CH3:10])[c:7]([F:9])[cH:8]1.[CH3:39][S:40]([CH3:41])=[O:42].[ClH:14].[ClH:15].[K+:32].[K+:33].[O-:34][C:35]([O-:36])=[O:37].[OH2:38]>>[CH3:1][O:2][c:3]1[c:4]([N+:11](=[O:12])[O-:13])[cH:5][c:6]([CH3:10])[c:7]([N:29]2[CH2:28][CH2:27][CH:26]([N:23]3[CH2:22][CH2:21][N:20]([S:17]([CH3:16])(=[O:18])=[O:19])[CH2:25][CH2:24]3)[CH2:31][CH2:30]2)[cH:8]1. Starting materials: ClC1=C(CN2C(=NC3=C2C=C(C=C3)C(=O)OCC)C)C=CC(=C1)I (1-(2-chloro-4-iodobenzyl)-6-(ethoxycarbonyl)-2-methylbenzimidazole), C=CCCCC (1-hexene), C1(=CC=CC=C1)P(C1=CC=CC=C1)C1=CC=CC=C1 (triphenylphosphine), C(CCC)N(CCCC)CCCC (tri-n-butylamine). The reagents and catalysts are C(C)(=O)[O-].[Pd+2].C(C)(=O)[O-] (palladium acetate). Solvent: CN(C=O)C (N,N-dimethylformamide). Reaction conditions: temperature 60 celsius, time 8 hour. Product: ClC1=C(CN2C(=NC3=C2C=C(C=C3)C(=O)OCC)C)C=CC(=C1)C=CCCCC (1-(2-chloro-4-(1-hexen-1-yl)benzyl)-6-(ethoxycarbonyl)-2-methyl-benzimidazole). The yield is 90.5%. As a reaction SMILES: [Cl:1][C:2]1[CH:23]=[C:22](I)[CH:21]=[CH:20][C:3]=1[CH2:4][N:5]1[C:9]2[CH:10]=[C:11]([C:14]([O:16][CH2:17][CH3:18])=[O:15])[CH:12]=[CH:13][C:8]=2[N:7]=[C:6]1[CH3:19].[CH2:25]=[CH:26][CH2:27][CH2:28][CH2:29][CH3:30].C1(P(C2C=CC=CC=2)C2C=CC=CC=2)C=CC=CC=1.C(N(CCCC)CCCC)CCC>C([O-])(=O)C.[Pd+2].C([O-])(=O)C.CN(C)C=O>[Cl:1][C:2]1[CH:23]=[C:22]([CH:25]=[CH:26][CH2:27][CH2:28][CH2:29][CH3:30])[CH:21]=[CH:20][C:3]=1[CH2:4][N:5]1[C:9]2[CH:10]=[C:11]([C:14]([O:16][CH2:17][CH3:18])=[O:15])[CH:12]=[CH:13][C:8]=2[N:7]=[C:6]1[CH3:19] |f:4.5.6|. Procedure: A mixture of 1-(2-chloro-4-iodobenzyl)-6-(ethoxycarbonyl)-2-methylbenzimidazole (1.21 g), 1-hexene (1.12 g), palladium acetate (II) (0.09 g), triphenylphosphine (0.21 g), tri-n-butylamine (1.49 g), and N,N-dimethylformamide (15 ml) was stirred overnight at 60° C. The reaction mixture was concentrated under reduced pressure and the resulting residue was purified by silica gel column chromatography (eluate: hexane/ethyl acetate=1/2) to obtain 1-(2-chloro-4-(1-hexen-1-yl)benzyl)-6-(ethoxycarbonyl)-...